Dataset: the Open Reaction Database (ORD), a public repository of structured organic reaction records. Task: describe an organic reaction: reactants, conditions, products, and yield The reactants are C(C=C)C1=C(C(=CC(=C1O)Cl)F)N1C(C2=C(C1=O)CCCC2)=O (N-(2-allyl-4-chloro-6-fluoro-3-hydroxyphenyl)-3,4,5,6-tetrahydrophthalimide), C1=CC(=CC(=C1)Cl)C(=O)OO (MCPBA), CC=1C=CC(=CC1)S(=O)(=O)O (PTSA). Solvent: ClCCCl (1,2-dichloroethane). The product is ClC1=CC(=C(C=2CC(OC21)CO)N2C(C1=C(C2=O)CCCC1)=O)F (N-(7-Chloro-2,3-dihydro-5-fluoro-2-(hydroxymethyl)-4-benzofuranyl)-3,4,5,6-tetrahydrophthalimide). Reaction SMILES: [CH2:1]([C:4]1[C:9]([OH:10])=[C:8]([Cl:11])[CH:7]=[C:6]([F:12])[C:5]=1[N:13]1[C:17](=[O:18])[C:16]2[CH2:19][CH2:20][CH2:21][CH2:22][C:15]=2[C:14]1=[O:23])[CH:2]=[CH2:3].C1C=C(Cl)C=C(C(OO)=[O:32])C=1.CC1C=CC(S(O)(=O)=O)=CC=1>ClCCCl>[Cl:11][C:8]1[C:9]2[O:10][CH:2]([CH2:3][OH:32])[CH2:1][C:4]=2[C:5]([N:13]2[C:17](=[O:18])[C:16]3[CH2:19][CH2:20][CH2:21][CH2:22][C:15]=3[C:14]2=[O:23])=[C:6]([F:12])[CH:7]=1. Procedure: A solution of 0.67 g of 19C and 475 mg of 80% MCPBA in 15 mL of 1,2-dichloroethane was heated on an oil bath at 70° C. for 2.5 hours. A few milligrams of PTSA was added, the mixture was cooled to room temperature, washed with a saturated aqueous solution of sodium sulfite, followed by a saturated aqueous solution of sodium bicarbonate, dried (Na2SO4), filtered and stripped of solvent. The residue was flash chromatographed on silica gel with a 40:60 v:v mixture of ethyl acetate and hexane as elue... Reactants: CS(=O)(=O)c1ccc(CBr)cc1, CCOC(=O)CC(C)=O, CC(C)(C)[O-], CC(C)(C)O, [K+], C1CCOC1, O=C(O)CC(O)(CC(=O)O)C(=O)O. Product: CCOC(=O)C(Cc1ccc(S(C)(=O)=O)cc1)C(C)=O. As a reaction SMILES: [Br:21][CH2:22][c:23]1[cH:24][cH:25][c:26]([S:29](=[O:30])(=[O:31])[CH3:32])[cH:27][cH:28]1.[CH2:12]([CH3:13])[O:14][C:15]([CH2:16][C:17]([CH3:18])=[O:19])=[O:20].[CH3:1][C:2]([CH3:3])([O-:4])[CH3:5].[CH3:7][C:8]([OH:9])([CH3:10])[CH3:11].[K+:6].[O:33]1[CH2:34][CH2:35][CH2:36][CH2:37]1.[OH:38][C:39]([CH2:40][C:41]([C:42](=[O:43])[OH:44])([CH2:45][C:46](=[O:47])[OH:48])[OH:49])=[O:50]>>[CH2:12]([CH3:13])[O:14][C:15]([CH:16]([C:17]([CH3:18])=[O:19])[CH2:22][c:23]1[cH:24][cH:25][c:26]([S:29](=[O:30])(=[O:31])[CH3:32])[cH:27][cH:28]1)=[O:20]. RXN SMILES: CN1C(=O)N(C)CCC1.Cl[C:11]1[C:12]2[CH:19]=[C:18]([C:20]3[CH:25]=[CH:24][CH:23]=[CH:22][N:21]=3)[NH:17][C:13]=2[N:14]=[CH:15][N:16]=1.[Cl:26][C:27]1[CH:28]=[C:29]([CH:31]=[CH:32][CH:33]=1)[NH2:30].C(O)C.C1COCC1>C(O)CCC>[Cl:26][C:27]1[CH:28]=[C:29]([CH:31]=[CH:32][CH:33]=1)[NH:30][C:11]1[C:12]2[CH:19]=[C:18]([C:20]3[CH:25]=[CH:24][CH:23]=[CH:22][N:21]=3)[NH:17][C:13]=2[N:14]=[CH:15][N:16]=1 |f:3.4|. Procedure details: Under an argon atmosphere, 40 ml of DMPU are added to 6.53 g (28.3 mmol) of 4-chloro-6-(pyrid-2-yl)-7H-pyrrolo[2,3-d]pyrimidine and 4.46 ml (42.5 mmol) of 3-chloro-aniline in 90 ml of n-butanol and the reaction mixture is stirred at 140° C. for 12 hours. The dark-brown suspension is cooled and filtered. Further product can be obtained from the mother liquor by precipitation with 100 ml of water. Digestion with ethanol/THF yields the title compound; m.p.>300° C.; 1H-NMR (360 MHz, DMSO-d6): 12.49 ... The reactants are CN1CCCN(C1=O)C (DMPU), ClC=1C2=C(N=CN1)NC(=C2)C2=NC=CC=C2 (4-chloro-6-(pyrid-2-yl)-7H-pyrrolo[2,3-d]pyrimidine), ClC=1C=C(N)C=CC1 (3-chloro-aniline), C(C)O.C1CCOC1 (ethanol THF). Yields the product ClC=1C=C(NC=2C3=C(N=CN2)NC(=C3)C3=NC=CC=C3)C=CC1 (4-(3-Chloro-anilino)-6-(pyrid-2-yl)-7H-pyrrolo[2,3-d]pyrimidine). Reaction conditions: temperature 140 celsius, time 12 hour. Run in C(CCC)O (n-butanol). Reactants: B, O=C(O)CC1COc2ccc(Br)cc21, C1CCOC1. Yields the product OCCC1COc2ccc(Br)cc21. Reaction SMILES: [BH3:15].[Br:1][c:2]1[cH:3][cH:4][c:5]2[c:6]([cH:14]1)[CH:7]([CH2:10][C:11](=[O:12])[OH:13])[CH2:8][O:9]2.[CH2:16]1[O:17][CH2:18][CH2:19][CH2:20]1>>[Br:1][c:2]1[cH:3][cH:4][c:5]2[c:6]([cH:14]1)[CH:7]([CH2:10][CH2:11][OH:12])[CH2:8][O:9]2. The reactants are O=C([O-])[O-], COC(=O)c1cc(OC(C)=O)c2cc(C)oc2c1, CO, [K+], [K+], O. Yields the product COC(=O)c1cc(O)c2cc(C)oc2c1. Reaction SMILES: [C:19](=[O:20])([O-:21])[O-:22].[CH3:1][c:2]1[o:3][c:4]2[c:5]([cH:6]1)[c:7]([O:15][C:16](=[O:17])[CH3:18])[cH:8][c:9]([C:11](=[O:12])[O:13][CH3:14])[cH:10]2.[CH3:25][OH:26].[K+:23].[K+:24].[OH2:27]>>[CH3:1][c:2]1[o:3][c:4]2[c:5]([cH:6]1)[c:7]([OH:15])[cH:8][c:9]([C:11](=[O:12])[O:13][CH3:14])[cH:10]2. The reactants are CC(C)O, O=C1NC(Cc2ccc3[nH]cc(Sc4ccccc4)c3c2)CO1. Yields the product O=C1NC(Cc2ccc3[nH]ccc3c2)CO1. As a reaction SMILES: [CH:24]([OH:25])([CH3:26])[CH3:27].[c:1]1([S:2][c:8]2[cH:9][nH:10][c:11]3[cH:12][cH:13][c:14]([CH2:17][CH:18]4[NH:19][C:20](=[O:23])[O:21][CH2:22]4)[cH:15][c:16]23)[cH:3][cH:4][cH:5][cH:6][cH:7]1>>[cH:8]1[cH:9][nH:10][c:11]2[cH:12][cH:13][c:14]([CH2:17][CH:18]3[NH:19][C:20](=[O:23])[O:21][CH2:22]3)[cH:15][c:16]12. Procedure details: To a solution of ethyl N-(3-aminopyridin-2-yl)glycinate (18 g) in THF (200 mL) was added CDI (15 g) at room temperature, and the mixture was stirred at room temperature overnight. The mixture was concentrated under reduced pressure. The residual crystals were washed with AcOEt to give the title compound (5.5 g). Run in C1CCOC1 (THF). Run at time 8 hour. The product is O=C1NC=2C(=NC=CC2)N1CC(=O)OCC (ethyl (2-oxo-1,2-dihydro-3H-imidazo[4,5-b]pyridin-3-yl)acetate). The reactants are NC=1C(=NC=CC1)NCC(=O)OCC (ethyl N-(3-aminopyridin-2-yl)glycinate), C1=CN(C=N1)C(=O)N2C=CN=C2 (CDI). RXN SMILES: [NH2:1][C:2]1[C:3]([NH:8][CH2:9][C:10]([O:12][CH2:13][CH3:14])=[O:11])=[N:4][CH:5]=[CH:6][CH:7]=1.C1N=CN([C:20](N2C=NC=C2)=[O:21])C=1>C1COCC1>[O:21]=[C:20]1[N:8]([CH2:9][C:10]([O:12][CH2:13][CH3:14])=[O:11])[C:3]2=[N:4][CH:5]=[CH:6][CH:7]=[C:2]2[NH:1]1. Isolated yield 27.0%. Reactants: Cl (hydrochloric acid), BrC=1C=NC=CC1C (3-bromo-4-methylpyridine), CCCCOC=C (N-butyl vinyl ether), C1(=CC=CC=C1)P(CCCP(C1=CC=CC=C1)C1=CC=CC=C1)C1=CC=CC=C1 (1,3-bis(diphenylphosphino)propane), C([O-])([O-])=O.[K+].[K+] (potassium carbonate), C([O-])([O-])=O.[K+].[K+] (potassium carbonate). Reagents/catalysts: C(C)(=O)[O-].[Pd+2].C(C)(=O)[O-] (palladium(II) acetate). Run in O.CN(C)C=O (H2O DMF). Reaction conditions: time 1 hour. Product: CC1=C(C=NC=C1)C(C)=O (1-(4-methylpyrid-3-yl)ethanone). Isolated yield 40.7%. RXN SMILES: Br[C:2]1[CH:3]=[N:4][CH:5]=[CH:6][C:7]=1[CH3:8].CC[CH2:11][CH2:12][O:13]C=C.C1(P(C2C=CC=CC=2)CCCP(C2C=CC=CC=2)C2C=CC=CC=2)C=CC=CC=1.C(=O)([O-])[O-].[K+].[K+].Cl>O.CN(C=O)C.C([O-])(=O)C.[Pd+2].C([O-])(=O)C>[CH3:8][C:7]1[CH:6]=[CH:5][N:4]=[CH:3][C:2]=1[C:12](=[O:13])[CH3:11] |f:3.4.5,7.8,9.10.11|. Reported procedure: 671 μl (5.81 mmol) of 3-bromo-4-methylpyridine in 15 mL of H2O/DMF (1/4: v/v), 1.93 mL (14.53 mmol) of N-butyl vinyl ether, 39.15 mg (0.17 mmol) of palladium(II) acetate, 163.14 mg (0.38 mmol) of 1,3-bis(diphenylphosphino)propane and 973.84 mg (6.98 mmol) of potassium carbonate are placed in a microwave tube. After irradiating with microwaves at 120° C. for 2 hours, 20 mL of 5% hydrochloric acid solution are added. The reaction mixture is stirred for 1 hour at room temperature and then basified ... The reactants are NC[C@H]1N(CCC[C@H]1C)C(=O)C1=C(C=CC(=C1)C)C=1C=NN(C1)C (((2S,3R)-2-(aminomethyl)-3-methylpiperidin-1-yl)(5-methyl-2-(1-methyl-1H-pyrazol-4-yl)phenyl)methanone), CC=1C=CC(=C(C(=O)O)C1)N1N=C(C=C1)C (5-methyl-2-(3-methyl-1H-pyrazol-1-yl)benzoic acid). Product: NC[C@H]1N(CCC[C@H]1C)C(=O)C1=C(C=CC(=C1)C)N1N=C(C=C1)C (((2S,3R)-2-(Aminomethyl)-3-methylpiperidin-1-yl)(5-methyl-2-(3-methyl-1H-pyrazol-1-yl)phenyl)methanone). Reaction SMILES: [NH2:1][CH2:2][C@@H:3]1[C@H:8]([CH3:9])[CH2:7][CH2:6][CH2:5][N:4]1[C:10]([C:12]1[CH:17]=[C:16]([CH3:18])[CH:15]=[CH:14][C:13]=1C1C=NN(C)C=1)=[O:11].CC1C=CC([N:35]2[CH:39]=[CH:38][C:37]([CH3:40])=[N:36]2)=C(C=1)C(O)=O>>[NH2:1][CH2:2][C@@H:3]1[C@H:8]([CH3:9])[CH2:7][CH2:6][CH2:5][N:4]1[C:10]([C:12]1[CH:17]=[C:16]([CH3:18])[CH:15]=[CH:14][C:13]=1[N:35]1[CH:39]=[CH:38][C:37]([CH3:40])=[N:36]1)=[O:11]. Procedure details: The title compound was prepared following the same general protocol as described for ((2S,3R)-2-(aminomethyl)-3-methylpiperidin-1-yl)(5-methyl-2-(1-methyl-1H-pyrazol-4-yl)phenyl)methanone in Example A1 using 5-methyl-2-(3-methyl-1H-pyrazol-1-yl)benzoic acid. MS (ESI) 327 (M+H).